Task: describe an organic reaction: reactants, conditions, products, and yield. Dataset: the Open Reaction Database (ORD), a public repository of structured organic reaction records Reactants: NC1=C(C#N)C=C(C=C1)Br (2-amino-5-bromobenzonitrile), OC1=NC=CC=C1 (2-hydroxypyridine), C([O-])([O-])=O.[K+].[K+] (potassium carbonate), OC=1C=CC=C2C=CC=NC12 (8-hydroxyquinoline). Reagents/catalysts: [Cu]I (CuI). Solvent: CS(=O)C (DMSO), C(Cl)Cl (CH2Cl2). Reaction conditions: temperature 160 celsius. Product: NC1=C(C#N)C=C(C=C1)N1C(C=CC=C1)=O (2-amino-5-(2-oxo-2H-pyridin-1-yl)-benzonitrile). Yield: 11.2%. Reaction SMILES: [NH2:1][C:2]1[CH:9]=[CH:8][C:7](Br)=[CH:6][C:3]=1[C:4]#[N:5].[OH:11][C:12]1[CH:17]=[CH:16][CH:15]=[CH:14][N:13]=1.C(=O)([O-])[O-].[K+].[K+].OC1C=CC=C2C=1N=CC=C2>CS(C)=O.C(Cl)Cl.[Cu]I>[NH2:1][C:2]1[CH:9]=[CH:8][C:7]([N:13]2[CH:14]=[CH:15][CH:16]=[CH:17][C:12]2=[O:11])=[CH:6][C:3]=1[C:4]#[N:5] |f:2.3.4|. Procedure details: A suspension of 2-amino-5-bromobenzonitrile (1 g), 2-hydroxypyridine (730 mg), CuI (190 mg), potassium carbonate (770 mg) and 8-hydroxyquinoline (150 mg) in 7 ml DMSO was heated for 1.5 h at 160° C. The reaction mixture was afterwards cooled, diluted with CH2Cl2 and filtered through decalite. The organic phase was extracted with water and brine and purified by chromatography (silica gel, AcOEt/heptane) to yield 2-amino-5-(2-oxo-2H-pyridin-1-yl)-benzonitrile as a yellow solid (120 mg). MH+=212.1